Dataset: the Open Reaction Database (ORD), a public repository of structured organic reaction records. Task: describe an organic reaction: reactants, conditions, products, and yield The reactants are NC=1C(=NC(=CC1Cl)C1=C(C=CC=C1)C(F)(F)F)NC(=O)C1=CC(=NO1)C(C)(C)C (3-tert-butyl-isoxazole-5-carboxylic acid [3-amino-4-chloro-6-(2-trifluoromethyl-phenyl)-pyridin-2-yl]-amide), C12(C(=O)CC(CC1)C2(C)C)CS(=O)(=O)O ((+)-10-camphorsulfonic acid). Solvent: CCOC(=O)C (EtOAc), O1CCOCC1 (1,4-dioxane). Run at temperature 100 celsius, time 10 minute. Product: C(C)(C)(C)C1=NOC(=C1)C=1NC=2C(=NC(=CC2Cl)C2=C(C=CC=C2)C(F)(F)F)N1 (2-(3-tert-butyl-isoxazol-5-yl)-7-chloro-5-(2-trifluoromethyl-phenyl)-1H-imidazo[4,5-b]pyridine). Reaction SMILES: [NH2:1][C:2]1[C:3]([NH:19][C:20]([C:22]2[O:26][N:25]=[C:24]([C:27]([CH3:30])([CH3:29])[CH3:28])[CH:23]=2)=O)=[N:4][C:5]([C:9]2[CH:14]=[CH:13][CH:12]=[CH:11][C:10]=2[C:15]([F:18])([F:17])[F:16])=[CH:6][C:7]=1[Cl:8].C12(CS(O)(=O)=O)C(C)(C)C(CC1)CC2=O>O1CCOCC1.CCOC(C)=O>[C:27]([C:24]1[CH:23]=[C:22]([C:20]2[NH:1][C:2]3[C:3]([N:19]=2)=[N:4][C:5]([C:9]2[CH:14]=[CH:13][CH:12]=[CH:11][C:10]=2[C:15]([F:18])([F:17])[F:16])=[CH:6][C:7]=3[Cl:8])[O:26][N:25]=1)([CH3:30])([CH3:29])[CH3:28]. Procedure details: A solution of 3-tert-butyl-isoxazole-5-carboxylic acid [3-amino-4-chloro-6-(2-trifluoromethyl-phenyl)-pyridin-2-yl]-amide (36.2 mg, 0.0825 mmol, prepared as described in STEP B above) in 1,4-dioxane (10 mL) was treated with (+)-10-camphorsulfonic acid (38.3 mg, 0.165 mmol), and the mixture was heated to 100° C. for 5 h. The cooled mixture was diluted with EtOAc (20 mL) and washed with saturated aqueous NaHCO3 (20 mL). The organic extract was dried over MgSO4 and concentrated in vacuo. The residu...